From a dataset of the Open Reaction Database (ORD), a public repository of structured organic reaction records. describe an organic reaction: reactants, conditions, products, and yield Product: CN(Cc1ccc2c(c1)OCO2)C(C)(C)CO. The reactants are O=C([O-])[O-], ClCc1ccc2c(c1)OCO2, CNC(C)(C)CO, CC#N, [K+], [K+]. RXN SMILES: [C:19](=[O:20])([O-:21])[O-:22].[CH2:8]1[O:9][c:10]2[cH:11][c:12]([CH2:13][Cl:14])[cH:15][cH:16][c:17]2[O:18]1.[CH3:1][C:2]([CH2:3][OH:4])([CH3:5])[NH:6][CH3:7].[CH3:25][C:26]#[N:27].[K+:23].[K+:24]>>[CH3:1][C:2]([CH2:3][OH:4])([CH3:5])[N:6]([CH3:7])[CH2:13][c:12]1[cH:11][c:10]2[c:17]([cH:16][cH:15]1)[O:18][CH2:8][O:9]2. Starting materials: C(C)C=1C=NC=CC1C (3-ethyl-4-methylpyridine), BrCCCC1=CC=CC=C1 (1-bromo-3-phenylpropane). Product: C1(=CC=CC=C1)CCCCC1=C(C=NC=C1)CC (1-phenyl-4-(3-ethyl-4-pyridyl)-butane). Yield: 87.7%. As a reaction SMILES: [CH2:1]([C:3]1[CH:4]=[N:5][CH:6]=[CH:7][C:8]=1[CH3:9])[CH3:2].Br[CH2:11][CH2:12][CH2:13][C:14]1[CH:19]=[CH:18][CH:17]=[CH:16][CH:15]=1>>[C:14]1([CH2:13][CH2:12][CH2:11][CH2:9][C:8]2[CH:7]=[CH:6][N:5]=[CH:4][C:3]=2[CH2:1][CH3:2])[CH:19]=[CH:18][CH:17]=[CH:16][CH:15]=1. Procedure: 1.83 g (15.1 mmol) of 3-ethyl-4-methylpyridine and 3.0 g (15.1 mmol) of 1-bromo-3-phenylpropane were reacted in the same manner as in Example 26. The reaction product was purified to obtain 3.17 g of the desired compound (yield: 87.8%). Procedure: The product was made from D-glucose and L-(+)-citrulline using Raney nickel or palladium/activated carbon as a catalyst and heating for 2 hours to 50° C. and 4 hours to 70° C. A product was obtained which had a melting point of 176° C. and an RF -value of 0.7 (determined on DC-finished plates of silica gel G (Merck) with a transporting liquid made up of 50 parts by volume of methanol and 50 parts by volume of water). RXN SMILES: O=[CH:2][C@@H:3]([C@H:5]([C@@H:7]([C@@H:9]([CH2:11][OH:12])[OH:10])[OH:8])[OH:6])[OH:4].[NH2:13][C@H:14]([C:22]([OH:24])=[O:23])[CH2:15][CH2:16][CH2:17][NH:18][C:19]([NH2:21])=[O:20].CO>[Ni].[Pd].O>[OH:4][CH:3]([CH:5]([OH:6])[CH:7]([OH:8])[CH:9]([OH:10])[CH2:11][OH:12])[CH2:2][NH:13][C@H:14]([C:22]([OH:24])=[O:23])[CH2:15][CH2:16][CH2:17][NH:18][C:19]([NH2:21])=[O:20]. The product is OC(CN[C@@H](CCCNC(=O)N)C(=O)O)C(C(C(CO)O)O)O (N-(2,3,4,5,6-pentahydroxy-hexyl)-L-(+)-citrulline). The reactants are O=C[C@H](O)[C@@H](O)[C@H](O)[C@H](O)CO (D-glucose), CO (methanol), N[C@@H](CCCNC(=O)N)C(=O)O (L-(+)-citrulline), 50. Reagents/catalysts: [Ni] (Raney nickel), [Pd] (palladium). Run in O (water). Starting materials: C(C=C)N(C(CC(=O)OC)=O)C1=CC=C(C=C1)F (methyl 3-(allyl(4-fluorophenyl)amino)-3-oxopropanoate). The reagents and catalysts are O.O.C(C)(=O)[O-].[Mn+3].C(C)(=O)[O-].C(C)(=O)[O-] (manganese (III) acetate dihydrate), O.C(C)(=O)[O-].[Cu+2].C(C)(=O)[O-] (copper (II) acetate monohydrate). The solvent is C(C)(=O)O (acetic acid), C(C)(=O)O (acetic acid). Run at time 3 day. Product: FC1=CC=C(C=C1)N1C(C2(CC2C1)C(=O)OC)=O (methyl 3-(4-fluorophenyl)-2-oxo-3-aza-bicyclo[3.1.0]hexane-1-carboxylate). The yield is 12.1%. RXN SMILES: [CH2:1]([N:4]([C:12]1[CH:17]=[CH:16][C:15]([F:18])=[CH:14][CH:13]=1)[C:5](=[O:11])[CH2:6][C:7]([O:9][CH3:10])=[O:8])[CH:2]=[CH2:3]>C(O)(=O)C.O.O.C([O-])(=O)C.[Mn+3].C([O-])(=O)C.C([O-])(=O)C.O.C([O-])(=O)C.[Cu+2].C([O-])(=O)C>[F:18][C:15]1[CH:16]=[CH:17][C:12]([N:4]2[CH2:1][CH:2]3[C:6]([C:7]([O:9][CH3:10])=[O:8])([CH2:3]3)[C:5]2=[O:11])=[CH:13][CH:14]=1 |f:2.3.4.5.6.7,8.9.10.11|. Procedure details: A solution of methyl 3-(allyl(4-fluorophenyl)amino)-3-oxopropanoate (10 g, 39.7 mmol) in acetic acid (50 mL) was added into a suspension of manganese (III) acetate dihydrate (21 g, 79.7 mmol) and copper (II) acetate monohydrate (7.9 g, 39.7 mmol) in acetic acid (200 mL). The reaction was allowed to stir for 3 days at room temperature. The reaction was quenched with 10% aqueous sodium bisulfite solution (100 mL). The reaction mixture was diluted with EtOAc, washed with saturated aqueous NaHCO3, b... Starting materials: C(C)C=1C=C(C=CC1)N(C#N)C (N-(3-ethylphenyl)-N-methylcyanamide), Cl.BrC1=C(N)C=C(C=C1)Br (2,5-dibromoaniline hydrochloride). Solvent: ClC1=CC=CC=C1 (chlorobenzene). Yields the product title compound, Cl.C(C)C=1C=C(C=CC1)N(C(=N)NC1=C(C=CC(=C1)Br)Br)C (N-(3-ethylphenyl)-N-methyl-N'-(2,5-dibromophenyl)guanidine hydrochloride). Reaction SMILES: [CH2:1]([C:3]1[CH:4]=[C:5]([N:9]([CH3:12])[C:10]#[N:11])[CH:6]=[CH:7][CH:8]=1)[CH3:2].[ClH:13].[Br:14][C:15]1[CH:21]=[CH:20][C:19]([Br:22])=[CH:18][C:16]=1[NH2:17]>ClC1C=CC=CC=1>[ClH:13].[CH2:1]([C:3]1[CH:4]=[C:5]([N:9]([CH3:12])[C:10]([NH:17][C:16]2[CH:18]=[C:19]([Br:22])[CH:20]=[CH:21][C:15]=2[Br:14])=[NH:11])[CH:6]=[CH:7][CH:8]=1)[CH3:2] |f:1.2,4.5|. Reported procedure: A mixture of N-(3-ethylphenyl)-N-methylcyanamide (520 mg, 3.3 mmol), 2,5-dibromoaniline hydrochloride (861 mg, 3 mmol), and chlorobenzene (2 mL) were combined in a dry round bottom flask equipped with water cooled condenser under nitrogen and placed in a preheated oil bath (150-160° C.). The reaction mixture was heated for 3 hours. After cooling, the crude reaction product was purified by crystallization from chlorobenzeneldiethylether. The resulting crystals were collected by filtration, washed... Reactants: C, CCO, [H][H], ON=C1CCc2cc(N3CCOCC3)ccc21, [Pd]. Yields the product NC1CCc2cc(N3CCOCC3)ccc21. RXN SMILES: [C:20].[CH3:22][CH2:23][OH:24].[H:18][H:19].[O:1]1[CH2:2][CH2:3][N:4]([c:7]2[cH:8][c:9]3[c:13]([cH:14][cH:15]2)[C:12](=[N:16][OH:17])[CH2:11][CH2:10]3)[CH2:5][CH2:6]1.[Pd:21]>>[O:1]1[CH2:2][CH2:3][N:4]([c:7]2[cH:8][c:9]3[c:13]([cH:14][cH:15]2)[CH:12]([NH2:16])[CH2:11][CH2:10]3)[CH2:5][CH2:6]1. Starting materials: C1(=CC=CC=C1)C1=CN(C=2N=CN=C(C21)N)C2=CC(=CC=C2)OCC2=CC=CC=C2 (5-phenyl-7-(3-benzyloxyphenyl)-4-aminopyrrolo[2,3-d]pyrimidine), [H][H] (hydrogen). Reagents/catalysts: [Pd] (palladium on carbon). The solvent is C1CCOC1 (THF). Yields the product C1(=CC=CC=C1)C1=CN(C=2N=CN=C(C21)N)C2=CC(=CC=C2)O (5-Phenyl-7-(3-hydroxyphenyl)-4-aminopyrrolo[2,3-d]pyrimidine). Reaction SMILES: [C:1]1([C:7]2[C:15]3[C:14]([NH2:16])=[N:13][CH:12]=[N:11][C:10]=3[N:9]([C:17]3[CH:22]=[CH:21][CH:20]=[C:19]([O:23]CC4C=CC=CC=4)[CH:18]=3)[CH:8]=2)[CH:6]=[CH:5][CH:4]=[CH:3][CH:2]=1.[H][H]>[Pd].C1COCC1>[C:1]1([C:7]2[C:15]3[C:14]([NH2:16])=[N:13][CH:12]=[N:11][C:10]=3[N:9]([C:17]3[CH:22]=[CH:21][CH:20]=[C:19]([OH:23])[CH:18]=3)[CH:8]=2)[CH:2]=[CH:3][CH:4]=[CH:5][CH:6]=1. Reported procedure: 2.61 g of 5-phenyl-7-(3-benzyloxyphenyl)-4-aminopyrrolo[2,3-d]pyrimidine (Ex. 11) and 1.0 g of palladium on carbon 10% are stirred at 40° C. for 30 h in 100 ml of THF until the amount of hydrogen theoretically required has been consumed. After cooling to RT, the mixture is filtered and the filtrate is concentrated in an RE. The residue is slurried with ether and the crystals are filtered off. Recrystallization from methylene chloride/ethanol and from chloroform does not give a pure product. Afte...